Dataset: the Open Reaction Database (ORD), a public repository of structured organic reaction records. Task: describe an organic reaction: reactants, conditions, products, and yield Starting materials: [Li] (Lithium), N (NH3), C(CC#CCCCC)O (oct-3-yn-1-ol), CC(C)(C)O (t-BuOH), N (NH3). The solvent is C1CCOC1 (THF). Reaction conditions: time 2 hour. Product: C(C\C=C\CCCC)O (trans-oct-3-en-1-ol). Isolated yield 95.2%. Reaction SMILES: [CH2:1]([OH:9])[CH2:2][C:3]#[C:4][CH2:5][CH2:6][CH2:7][CH3:8].CC(O)(C)C.N.[Li]>C1COCC1>[CH2:1]([OH:9])[CH2:2]/[CH:3]=[CH:4]/[CH2:5][CH2:6][CH2:7][CH3:8] |^1:15|. Reported procedure: A solution of oct-3-yn-1-ol (2.52 g, 20.0 mmol), t-BuOH (5 g), THF (10 mL) and liquid NH3 was cooled to −36° C. Pieces of Lithium (0.34 g, 50 mmol) were introduced with vigorous stirrng and maintaining the temperature. After 2 h, NH3 was allowed to evaporate overnight. Saturated NH4Cl solution was added and the reaction mixture was extracted with hexane. The combined organic layers were washed with 1 M HCl, aqueous NaHCO3 and brine successively and dried. Evaporation of the solvent gave trans-oc... Reactants: [BH3-]C#N, CC(=O)[O-], CC(=O)O, CO, CS(=O)(=O)C=C(N)C1(c2ccc(Cl)cc2)CCC1, [NH4+], [Na+], O. Yields the product CS(=O)(=O)CC(N)C1(c2ccc(Cl)cc2)CCC1. Reaction SMILES: [C:28]([BH3-:29])#[N:30].[CH3:20][C:21](=[O:22])[O-:23].[CH3:24][C:25](=[O:26])[OH:27].[CH3:32][OH:33].[Cl:1][c:2]1[cH:3][cH:4][c:5]([C:8]2([C:12](=[CH:13][S:14](=[O:15])(=[O:16])[CH3:17])[NH2:18])[CH2:9][CH2:10][CH2:11]2)[cH:6][cH:7]1.[NH4+:19].[Na+:31].[OH2:34]>>[Cl:1][c:2]1[cH:3][cH:4][c:5]([C:8]2([CH:12]([CH2:13][S:14](=[O:15])(=[O:16])[CH3:17])[NH2:18])[CH2:9][CH2:10][CH2:11]2)[cH:6][cH:7]1. Starting materials: C1(=CC(=CC=C1)C#N)C (m-tolunitrile), Cl (hydrogen chloride), C(C)O (ethanol). Yields the product Cl.CC=1C=C(C(OCC)=N)C=CC1 (Ethyl 3-methylbenzimidate hydrochloride), target compound. The yield is 97.0%. RXN SMILES: [C:1]1([CH3:9])[CH:6]=[CH:5][CH:4]=[C:3]([C:7]#[N:8])[CH:2]=1.[ClH:10].[CH2:11]([OH:13])[CH3:12]>>[ClH:10].[CH3:9][C:1]1[CH:2]=[C:3]([CH:4]=[CH:5][CH:6]=1)[C:7](=[NH:8])[O:13][CH2:11][CH3:12] |f:3.4|. Procedure: Ethyl 3-methylbenzimidate hydrochloride was synthesized in the same manner as in Reference Example 2. That is, m-tolunitrile (25.2 g, 0.215 mol) was treated with hydrogen chloride in ethanol (250 mL) to give 41.7 g (97%) of the target compound as colorless crystals. The reactants are FC=1C=CC(=C2CC[C@H](C12)OC1=CC2=C([C@@H](CO2)CC(=O)OC)C=C1)B1OC(C(O1)(C)C)(C)C (methyl 2-((S)-6-((R)-7-fluoro-4-(4,4,5,5-tetramethyl-1,3,2-dioxaborolan-2-yl)-2,3-dihydro-1H-inden-1-yloxy)-2,3-dihydrobenzofuran-3-yl)acetate), BrC1=C(C=C(OC2CCOCC2)C=C1C)C (4-(4-bromo-3,5-dimethylphenoxy)tetrahydro-2H-pyran), Intermediate 1. Yields the product CC1=C(C(=CC(=C1)OC1CCOCC1)C)C1=C2CC[C@H](C2=C(C=C1)F)OC1=CC2=C([C@@H](CO2)CC(=O)OC)C=C1 (Methyl 2-((S)-6-((R)-4-(2,6-dimethyl-4-(tetrahydro-2H-pyran-4-yloxy)phenyl)-7-fluoro-2,3-dihydro-1H-inden-1-yloxy)-2,3-dihydrobenzofuran-3-yl)acetate). RXN SMILES: [F:1][C:2]1[CH:3]=[CH:4][C:5](B2OC(C)(C)C(C)(C)O2)=[C:6]2[C:10]=1[C@H:9]([O:11][C:12]1[CH:25]=[CH:24][C:15]3[C@H:16]([CH2:19][C:20]([O:22][CH3:23])=[O:21])[CH2:17][O:18][C:14]=3[CH:13]=1)[CH2:8][CH2:7]2.Br[C:36]1[C:48]([CH3:49])=[CH:47][C:39]([O:40][CH:41]2[CH2:46][CH2:45][O:44][CH2:43][CH2:42]2)=[CH:38][C:37]=1[CH3:50]>>[CH3:50][C:37]1[CH:38]=[C:39]([O:40][CH:41]2[CH2:46][CH2:45][O:44][CH2:43][CH2:42]2)[CH:47]=[C:48]([CH3:49])[C:36]=1[C:5]1[CH:4]=[CH:3][C:2]([F:1])=[C:10]2[C:6]=1[CH2:7][CH2:8][C@H:9]2[O:11][C:12]1[CH:25]=[CH:24][C:15]2[C@H:16]([CH2:19][C:20]([O:22][CH3:23])=[O:21])[CH2:17][O:18][C:14]=2[CH:13]=1. Procedure details: The title compound is prepared from methyl 2-((S)-6-((R)-7-fluoro-4-(4,4,5,5-tetramethyl-1,3,2-dioxaborolan-2-yl)-2,3-dihydro-1H-inden-1-yloxy)-2,3-dihydrobenzofuran-3-yl)acetate and 4-(4-bromo-3,5-dimethylphenoxy)tetrahydro-2H-pyran following a procedure analogous to that described in Step 5 of Intermediate 1. LC (method 4): tR=1.92 min; Mass spectrum (ESI+): m/z=569 [M+Na]+. Starting materials: O1C(OCCC1)CC/C(/C1=CC=CC=C1)=C/1\COC2=CC=C(C=C2C1=O)F ((3Z)-3-[3-(1,3-dioxan-2-yl)-1-phenylpropylidene]-6-fluoro-2,3-dihydro-4H-chromen-4-one), O.NN (hydrazine hydrate), C(C)(=O)Cl (acetyl chloride). Run in N1=CC=CC=C1 (pyridine). Run at temperature 90 celsius, time 8 hour. Product: C(C)(=O)N1N=C2C(C1(C1=CC=CC=C1)CCC1OCCCO1)COC=1C=CC(=CC12)F (2-acetyl-3-[2-(1,3-dioxan-2-yl)ethyl]-8-fluoro-3-phenyl-2,3,3a,4-tetrahydrochromeno[4,3-c]pyrazole). As a reaction SMILES: [O:1]1[CH2:6][CH2:5][CH2:4][O:3][CH:2]1[CH2:7][CH2:8]/[C:9](=[C:16]1\[CH2:17][O:18][C:19]2[C:24]([C:25]\1=O)=[CH:23][C:22]([F:27])=[CH:21][CH:20]=2)/[C:10]1[CH:15]=[CH:14][CH:13]=[CH:12][CH:11]=1.O.[NH2:29][NH2:30].[C:31](Cl)(=[O:33])[CH3:32]>N1C=CC=CC=1>[C:31]([N:29]1[C:9]([CH2:8][CH2:7][CH:2]2[O:1][CH2:6][CH2:5][CH2:4][O:3]2)([C:10]2[CH:15]=[CH:14][CH:13]=[CH:12][CH:11]=2)[CH:16]2[CH2:17][O:18][C:19]3[CH:20]=[CH:21][C:22]([F:27])=[CH:23][C:24]=3[C:25]2=[N:30]1)(=[O:33])[CH3:32] |f:1.2|. Reported procedure: To a solution of 225 mg (0.61 mmol) 5-3 in 10 mL of pyridine was added 45 μL (0.92 mmol) hydrazine hydrate and the reaction was heated for 1 h at 90° C. After cooling to room temperature, and then to 0° C., 220 μL (3.05 mmol) of acetyl chloride was added, the cooling bath was removed, and the reaction was stirred at room temperature overnight. The reaction was dumped into a separatory funnel containing EtOAc and brine, the layers were separated, the organic phase was washed again with brine, dri... The reactants are O=C(O)C1CCCCNC1, O=C(Cl)OCc1ccccc1. Yields the product O=C(O)C1CCCCN(C(=O)OCc2ccccc2)C1. RXN SMILES: [C:1](=[O:2])([OH:3])[CH:4]1[CH2:5][NH:6][CH2:7][CH2:8][CH2:9][CH2:10]1.[CH2:11]([c:12]1[cH:13][cH:14][cH:15][cH:16][cH:17]1)[O:18][C:19](=[O:20])[Cl:21]>>[C:1](=[O:2])([OH:3])[CH:4]1[CH2:5][N:6]([C:19]([O:18][CH2:11][c:12]2[cH:13][cH:14][cH:15][cH:16][cH:17]2)=[O:20])[CH2:7][CH2:8][CH2:9][CH2:10]1. Reactants: O=C(O)c1coc(Br)c1, CCCCCCCCC=CCCCCCCCCO, Cc1ccc(C)cc1, CC(=O)O, [H-], [Na+], O. Product: CCCCCCCCC=CCCCCCCCCOc1cc(C(=O)O)co1. As a reaction SMILES: [Br:1][c:2]1[cH:3][c:4]([C:7](=[O:8])[OH:9])[cH:5][o:6]1.[CH2:10]([CH2:11][CH2:12][CH2:13][CH2:14][CH2:15][CH2:16][CH2:17][CH:18]=[CH:19][CH2:20][CH2:21][CH2:22][CH2:23][CH2:24][CH2:25][CH2:26][CH3:27])[OH:28].[CH3:31][c:32]1[cH:33][cH:34][c:35]([CH3:36])[cH:37][cH:38]1.[CH3:40][C:41](=[O:42])[OH:43].[H-:29].[Na+:30].[OH2:39]>>[c:2]1([O:28][CH2:10][CH2:11][CH2:12][CH2:13][CH2:14][CH2:15][CH2:16][CH2:17][CH:18]=[CH:19][CH2:20][CH2:21][CH2:22][CH2:23][CH2:24][CH2:25][CH2:26][CH3:27])[cH:3][c:4]([C:7](=[O:8])[OH:9])[cH:5][o:6]1. Starting materials: CC1C(NC(=O)OC(C)(C)C)C(=O)N1OCc1ccccc1, CCO, [H][H]. Yields the product CC1C(NC(=O)OC(C)(C)C)C(=O)N1O. As a reaction SMILES: [CH2:1]([c:2]1[cH:3][cH:4][cH:5][cH:6][cH:7]1)[O:8][N:9]1[C:10](=[O:22])[CH:11]([NH:14][C:15](=[O:16])[O:17][C:18]([CH3:19])([CH3:20])[CH3:21])[CH:12]1[CH3:13].[CH3:25][CH2:26][OH:27].[H:23][H:24]>>[OH:8][N:9]1[C:10](=[O:22])[CH:11]([NH:14][C:15](=[O:16])[O:17][C:18]([CH3:19])([CH3:20])[CH3:21])[CH:12]1[CH3:13]. The reactants are NC1=CC(=C(C=C1)N1C[C@@H](CC1)N1CCC(CC1)(O)C)F (1-[(R)-1-(4-Amino-2-fluoro-phenyl)-pyrrolidin-3-yl]-4-methyl-piperidin-4-ol), O1[C@@H](CCC1)COC=1C=C2CCOC(C2=CC1)=O (6-[(S)-1-(Tetrahydro-furan-2-yl)methoxy]-isochroman-1-one). Product: FC=1C=C(C=CC1N1C[C@@H](CC1)N1CCC(CC1)(C)O)N1C(C2=CC=C(C=C2CC1)OC[C@H]1OCCC1)=O (2-{3-Fluoro-4-[(R)-3-(4-hydroxy-4-methyl-piperidin-1-yl)-pyrrolidin-1-yl]-phenyl}-6-[(S)-1-(tetrahydro-furan-2-yl)methoxy]-3,4-dihydro-2H-isoquinolin-1-one). As a reaction SMILES: [NH2:1][C:2]1[CH:7]=[CH:6][C:5]([N:8]2[CH2:12][CH2:11][C@@H:10]([N:13]3[CH2:18][CH2:17][C:16]([CH3:20])([OH:19])[CH2:15][CH2:14]3)[CH2:9]2)=[C:4]([F:21])[CH:3]=1.[O:22]1[CH2:26][CH2:25][CH2:24][C@H:23]1[CH2:27][O:28][C:29]1[CH:30]=[C:31]2[C:36](=[CH:37][CH:38]=1)[C:35](=O)[O:34][CH2:33][CH2:32]2>>[F:21][C:4]1[CH:3]=[C:2]([N:1]2[CH2:33][CH2:32][C:31]3[C:36](=[CH:37][CH:38]=[C:29]([O:28][CH2:27][C@@H:23]4[CH2:24][CH2:25][CH2:26][O:22]4)[CH:30]=3)[C:35]2=[O:34])[CH:7]=[CH:6][C:5]=1[N:8]1[CH2:12][CH2:11][C@@H:10]([N:13]2[CH2:14][CH2:15][C:16]([OH:19])([CH3:20])[CH2:17][CH2:18]2)[CH2:9]1. Reported procedure: 1-[(R)-1-(4-Amino-2-fluoro-phenyl)-pyrrolidin-3-yl]-4-methyl-piperidin-4-ol was reacted with 6-[(S)-1-(Tetrahydro-furan-2-yl)methoxy]-isochroman-1-one by method AC. The product with the molecular weight of 523.65 (C30H38FN3O4) was obtained in this way; MS (ESI): 524 (M+H+).